From a dataset of the Open Reaction Database (ORD), a public repository of structured organic reaction records. describe an organic reaction: reactants, conditions, products, and yield Reactants: O=C([O-])[O-], CI, CS(C)=O, [K+], [K+], OCC1OC(n2cnc3c(S)ncnc32)C(O)C1O. The product is CSc1ncnc2c1ncn2C1OC(CO)C(O)C1O. Reaction SMILES: [C:22](=[O:23])([O-:24])[O-:25].[CH3:20][I:21].[CH3:28][S:29](=[O:30])[CH3:31].[K+:26].[K+:27].[SH:1][c:2]1[c:3]2[n:4][cH:5][n:6]([CH:11]3[CH:12]([OH:13])[CH:14]([OH:15])[CH:16]([CH2:18][OH:19])[O:17]3)[c:7]2[n:8][cH:9][n:10]1>>[S:1]([c:2]1[c:3]2[n:4][cH:5][n:6]([CH:11]3[CH:12]([OH:13])[CH:14]([OH:15])[CH:16]([CH2:18][OH:19])[O:17]3)[c:7]2[n:8][cH:9][n:10]1)[CH3:22]. The reactants are BrC=1C=NC(=NC1)C (5-bromo-2-methylpyrimidine), C1CC(=O)N(C1=O)Br (NBS), C(C1=CC=CC=C1)(=O)OOC(C1=CC=CC=C1)=O (dibenzoyl peroxide). The solvent is ClC(Cl)(Cl)Cl (tetrachloromethane). Yields the product BrC=1C=NC(=NC1)CBr (5-Bromo-2-(bromomethyl)pyrimidine). Yield: 47.9%. As a reaction SMILES: [Br:1][C:2]1[CH:3]=[N:4][C:5]([CH3:8])=[N:6][CH:7]=1.C1C(=O)N([Br:16])C(=O)C1.C(OOC(=O)C1C=CC=CC=1)(=O)C1C=CC=CC=1>ClC(Cl)(Cl)Cl>[Br:1][C:2]1[CH:3]=[N:4][C:5]([CH2:8][Br:16])=[N:6][CH:7]=1. Procedure: A mixture of 5-bromo-2-methylpyrimidine (100 mg, 0.58 mmol), NBS (103 mg, 0.58 mmol), dibenzoyl peroxide (10 mg, 0.04 mmol) in tetrachloromethane (10 mL) was refluxed for 36 h. The solvent was removed in vacuo and the residue was purified by column chromatography on silica gel (ethyl acetate in petroleum ether, 1% v/v) to give 5-Bromo-2-(bromomethyl)pyrimidine (70 mg, 48%) as a white solid. 1HNMR (400 MHz, CDCl3) δ 4.49 (s, 2H), 8.72 (s, 2H). Reactants: C(C)(C)NS(=O)(=O)C=1C=C(C=CC1)C1=NC2=CC=C(C=C2CC1(C)C)C(=O)OC (methyl 2-(3-(N-isopropylsulfamoyl)phenyl)-3,3-dimethyl-3,4-dihydroquinoline-6-carboxylate). The reagents and catalysts are [Pd] (Pd/C). Run in CO (methanol). Product: C(C)(C)NS(=O)(=O)C=1C=C(C=CC1)C1NC2=CC=C(C=C2CC1(C)C)C(=O)OC (methyl 2-(3-(N-isopropylsulfamoyl)phenyl)-3,3-dimethyl-1,2,3,4-tetrahydroquinoline-6-carboxylate). The yield is 48.8%. Reaction SMILES: [CH:1]([NH:4][S:5]([C:8]1[CH:9]=[C:10]([C:14]2[C:23]([CH3:25])([CH3:24])[CH2:22][C:21]3[C:16](=[CH:17][CH:18]=[C:19]([C:26]([O:28][CH3:29])=[O:27])[CH:20]=3)[N:15]=2)[CH:11]=[CH:12][CH:13]=1)(=[O:7])=[O:6])([CH3:3])[CH3:2]>CO.[Pd]>[CH:1]([NH:4][S:5]([C:8]1[CH:9]=[C:10]([CH:14]2[C:23]([CH3:25])([CH3:24])[CH2:22][C:21]3[C:16](=[CH:17][CH:18]=[C:19]([C:26]([O:28][CH3:29])=[O:27])[CH:20]=3)[NH:15]2)[CH:11]=[CH:12][CH:13]=1)(=[O:7])=[O:6])([CH3:3])[CH3:2]. Procedure: To a stirred solution of methyl 2-(3-(N-isopropylsulfamoyl)phenyl)-3,3-dimethyl-3,4-dihydroquinoline-6-carboxylate (245 mg, 0.59 mmol) in methanol (5 mL) was added 10% Pd/C (130 mg). The mixture was hydrogenated by a H2 balloon. After filtration, the filtrated was concentrated and purified on preparative Thin layer chromatography to afford 120 mg of methyl 2-(3-(N-isopropylsulfamoyl)phenyl)-3,3-dimethyl-1,2,3,4-tetrahydroquinoline-6-carboxylate as syrup. (Yield: 28%, three steps.) Starting materials: CCO (EtOH), C(C)#N (acetonitrile), C(C)#N (acetonitrile), FC1=C(C[C@@H]2N(CC[C@H](C2)C2=CC(NO2)=O)C(=O)OC)C=CC=C1 (Trans-methyl 2-(2-fluorobenzyl)-4-(3-oxo-2,3-dihydroisoxazol-5-yl)piperidine-1-carboxylate). Solvent: C(=O)=O (CO2). Yields the product FC1=C(C[C@H]2N(CC[C@@H](C2)C2=CC(NO2)=O)C(=O)OC)C=CC=C1 ((2S,4S)-methyl 2-(2-fluorobenzyl)-4-(3-oxo-2,3-dihydroisoxazol-5-yl)piperidine-1-carboxylate), FC1=C(C[C@@H]2N(CC[C@H](C2)C2=CC(NO2)=O)C(=O)OC)C=CC=C1 ((2R,4R)-methyl 2-(2-fluorobenzyl)-4-(3-oxo-2,3-dihydroisoxazol-5-yl)piperidine-1-carboxylate). Yield: 40.0%. As a reaction SMILES: [F:1][C:2]1[CH:24]=[CH:23][CH:22]=[CH:21][C:3]=1[CH2:4][C@H:5]1[CH2:10][C@H:9]([C:11]2[O:15][NH:14][C:13](=[O:16])[CH:12]=2)[CH2:8][CH2:7][N:6]1[C:17]([O:19][CH3:20])=[O:18].CCO.C(#N)C>C(=O)=O>[F:1][C:2]1[CH:24]=[CH:23][CH:22]=[CH:21][C:3]=1[CH2:4][C@@H:5]1[CH2:10][C@@H:9]([C:11]2[O:15][NH:14][C:13](=[O:16])[CH:12]=2)[CH2:8][CH2:7][N:6]1[C:17]([O:19][CH3:20])=[O:18].[F:1][C:2]1[CH:24]=[CH:23][CH:22]=[CH:21][C:3]=1[CH2:4][C@H:5]1[CH2:10][C@H:9]([C:11]2[O:15][NH:14][C:13](=[O:16])[CH:12]=2)[CH2:8][CH2:7][N:6]1[C:17]([O:19][CH3:20])=[O:18]. Procedure: Trans-methyl 2-(2-fluorobenzyl)-4-(3-oxo-2,3-dihydroisoxazol-5-yl)piperidine-1-carboxylate (468 mg, 1.4 mmol) was subjected to chiral preparative HPLC (Column: Chiralcel OJ (250×30), 5 μm particle size, mobile phase: 20% EtOH in CO2 (175 bar), flow rate 130 mL/min, temperature 40° C.) to yield (2S,4S)-methyl 2-(2-fluorobenzyl)-4-(3-oxo-2,3-dihydroisoxazol-5-yl)piperidine-1-carboxylate (199 mg, 43%), Chiral purity 98.5% ee, Optical rotation [α]D20=+28.8 (acetonitrile, c=1) and (2R,4R)-methyl 2-(2... Reactants: C1CCOC1, COC(=O)c1ccc(-c2ccncc2)cc1NC(=O)COCC(=O)N1CCN(C(c2ccccc2)c2ccccc2)CC1, [Na+], [OH-]. Product: O=C(COCC(=O)N1CCN(C(c2ccccc2)c2ccccc2)CC1)Nc1cc(-c2ccncc2)ccc1C(=O)O. As a reaction SMILES: [CH2:46]1[O:47][CH2:48][CH2:49][CH2:50]1.[CH:1]([c:2]1[cH:3][cH:4][cH:5][cH:6][cH:7]1)([c:8]1[cH:9][cH:10][cH:11][cH:12][cH:13]1)[N:14]1[CH2:15][CH2:16][N:17]([C:20]([CH2:21][O:22][CH2:23][C:24](=[O:25])[NH:26][c:27]2[c:28]([C:29](=[O:30])[O:31][CH3:32])[cH:33][cH:34][c:35](-[c:37]3[cH:38][cH:39][n:40][cH:41][cH:42]3)[cH:36]2)=[O:43])[CH2:18][CH2:19]1.[Na+:45].[OH-:44]>>[CH:1]([c:2]1[cH:3][cH:4][cH:5][cH:6][cH:7]1)([c:8]1[cH:9][cH:10][cH:11][cH:12][cH:13]1)[N:14]1[CH2:15][CH2:16][N:17]([C:20]([CH2:21][O:22][CH2:23][C:24](=[O:25])[NH:26][c:27]2[c:28]([C:29](=[O:30])[OH:31])[cH:33][cH:34][c:35](-[c:37]3[cH:38][cH:39][n:40][cH:41][cH:42]3)[cH:36]2)=[O:43])[CH2:18][CH2:19]1. Starting materials: ClCCl, COc1ccc(C(CC(C)O)N2C(=O)c3cccc(NC(C)=O)c3C2=O)cc1OC1CCCC1, O=[Cr](=O)([O-])Cl, c1cc[nH+]cc1. Product: COc1ccc(C(CC(C)=O)N2C(=O)c3cccc(NC(C)=O)c3C2=O)cc1OC1CCCC1. RXN SMILES: [CH2:46]([Cl:47])[Cl:48].[CH:1]1([O:6][c:7]2[cH:8][c:9]([CH:15]([CH2:16][CH:17]([CH3:18])[OH:19])[N:20]3[C:21](=[O:34])[c:22]4[cH:23][cH:24][cH:25][c:26]([NH:30][C:31]([CH3:32])=[O:33])[c:27]4[C:28]3=[O:29])[cH:10][cH:11][c:12]2[O:13][CH3:14])[CH2:2][CH2:3][CH2:4][CH2:5]1.[O:35]=[Cr:36]([Cl:37])([O-:38])=[O:39].[nH+:40]1[cH:41][cH:42][cH:43][cH:44][cH:45]1>>[CH:1]1([O:6][c:7]2[cH:8][c:9]([CH:15]([CH2:16][C:17]([CH3:18])=[O:19])[N:20]3[C:21](=[O:34])[c:22]4[cH:23][cH:24][cH:25][c:26]([NH:30][C:31]([CH3:32])=[O:33])[c:27]4[C:28]3=[O:29])[cH:10][cH:11][c:12]2[O:13][CH3:14])[CH2:2][CH2:3][CH2:4][CH2:5]1. Reactants: OC[C@H]1C[C@@H]2N(CCN(C2)C2=CC=C(C=C2)C#N)C1 ((7S,8aS)-7-hydroxymethyl-2-(4-cyanophenyl)-1,2,3,4,6,7,8,8a-octahydro-pyrrolo[1,2-a]pyrazine), FC1=CC=C(C=C1)O (4-fluorophenol), C1(=CC=CC=C1)P(C1=CC=CC=C1)C1=CC=CC=C1 (triphenylphosphine), N(=NC(=O)OCC)C(=O)OCC (diethyl azodicarboxylate). Solvent: C1CCOC1 (THF). Conditions: time 16 hour. Yields the product FC1=CC=C(OC[C@H]2C[C@@H]3N(CCN(C3)C3=CC=CC(=C3)C#N)C2)C=C1 ((7S,8aS)-7-(4-Fluorophenoxy)methyl-2-(5-cyanophenyl)-1,2,3,4,6,7,8,8 a-octahydro-pyrrolo[1,2-a]pyrazine). Yield: 66.0%. As a reaction SMILES: [OH:1][CH2:2][C@@H:3]1[CH2:19][N:6]2[CH2:7][CH2:8][N:9]([C:11]3[CH:16]=[CH:15][C:14](C#N)=[CH:13][CH:12]=3)[CH2:10][C@@H:5]2[CH2:4]1.[F:20][C:21]1[CH:26]=[CH:25][C:24](O)=[CH:23][CH:22]=1.C1(P(C2C=CC=CC=2)C2C=CC=CC=2)C=CC=CC=1.[N:47]([C:54](OCC)=O)=NC(OCC)=O>C1COCC1>[F:20][C:21]1[CH:26]=[CH:25][C:24]([O:1][CH2:2][C@@H:3]2[CH2:19][N:6]3[CH2:7][CH2:8][N:9]([C:11]4[CH:12]=[C:13]([C:54]#[N:47])[CH:14]=[CH:15][CH:16]=4)[CH2:10][C@@H:5]3[CH2:4]2)=[CH:23][CH:22]=1. Reported procedure: A solution of 0.25 g (0.97 mmol) of (7S,8aS)-7-hydroxymethyl-2-(4-cyanophenyl)-1,2,3,4,6,7,8,8a-octahydro-pyrrolo[1,2-a]pyrazine (Preparation 16), 0.164 g (1.46 mmol) of 4-fluorophenol, 0.31 g (1.15 mmol) of triphenylphosphine in 10 mL of THF was treated with 0.18 mL (1.15 mmol) of diethyl azodicarboxylate and the solution stirred at ambient temperature for 16 h. The solvent was removed by rotary evaporation, and the residue partitioned between chloroform and 1M sodium hydroxide. The layers were...